From a dataset of the Open Reaction Database (ORD), a public repository of structured organic reaction records. describe an organic reaction: reactants, conditions, products, and yield The reactants are CC(=O)O, CN(C)CN(C)C, CC#N, [Cl-], O=C1CCc2cc(OC(F)(F)F)ccc21. Product: CN(C)CC1Cc2cc(OC(F)(F)F)ccc2C1=O, Cl. As a reaction SMILES: [C:24]([OH:25])(=[O:26])[CH3:27].[CH3:1][N:2]([CH3:3])[CH2:4][N:5]([CH3:6])[CH3:7].[CH3:28][C:29]#[N:30].[Cl-:23].[F:8][C:9]([O:10][c:11]1[cH:12][c:13]2[c:17]([cH:18][cH:19]1)[C:16](=[O:20])[CH2:15][CH2:14]2)([F:21])[F:22]>>[CH3:1][N:2]([CH3:3])[CH2:4][CH:15]1[CH2:14][c:13]2[cH:12][c:11]([O:10][C:9]([F:8])([F:21])[F:22])[cH:19][cH:18][c:17]2[C:16]1=[O:20].[ClH:23]. Reactants: CC(C)(SC1=C(N(C2=CC=C(C=C12)OCC1=NC2=CC=CC=C2C=C1)CC1=CC=C(C=C1)Cl)CC(C(=O)O)(C)C)C (3-[3-(1,1-dimethylethylthio)-5-(quinolin-2-ylmethoxy)-1-(4-chlorophenylmethyl)indol-2-yl]-2,2-dimethylpropionic acid). Solvent: C1CCOC1 (THF). Run at time 18 hour. Product: CC(C)(SC1=C(N(C2=CC=C(C=C12)OCC1=NC2=CC=CC=C2C=C1)CC1=CC=C(C=C1)Cl)CC(CO)(C)C)C (3-[3-(1,1-dimethylethylthio)-5-(quinolin-2-ylmethoxy)-1-(4-chlorophenylmethyl)indol-2-yl]-2,2-dimethylpropanol). The yield is 72.2%. As a reaction SMILES: [CH3:1][C:2]([CH3:41])([S:4][C:5]1[C:13]2[C:8](=[CH:9][CH:10]=[C:11]([O:14][CH2:15][C:16]3[CH:25]=[CH:24][C:23]4[C:18](=[CH:19][CH:20]=[CH:21][CH:22]=4)[N:17]=3)[CH:12]=2)[N:7]([CH2:26][C:27]2[CH:32]=[CH:31][C:30]([Cl:33])=[CH:29][CH:28]=2)[C:6]=1[CH2:34][C:35]([CH3:40])([CH3:39])[C:36](O)=[O:37])[CH3:3]>C1COCC1>[CH3:3][C:2]([CH3:41])([S:4][C:5]1[C:13]2[C:8](=[CH:9][CH:10]=[C:11]([O:14][CH2:15][C:16]3[CH:25]=[CH:24][C:23]4[C:18](=[CH:19][CH:20]=[CH:21][CH:22]=4)[N:17]=3)[CH:12]=2)[N:7]([CH2:26][C:27]2[CH:32]=[CH:31][C:30]([Cl:33])=[CH:29][CH:28]=2)[C:6]=1[CH2:34][C:35]([CH3:40])([CH3:39])[CH2:36][OH:37])[CH3:1]. Procedure: To a solution of 3-[3-(1,1-dimethylethylthio)-5-(quinolin-2-ylmethoxy)-1-(4-chlorophenylmethyl)indol-2-yl]-2,2-dimethylpropionic acid (2.57 g, 4.4 mmol) in THF (20 mls) was added borane dimethyl sulfide complex (1.06 g, 14.0 mmol) dropwise. Upon completion of addition, the reaction was stirred for 18 hrs. It was then quenched slowly and dropwise with aqueous sat'd NaHCO3 (30 mls). The THF was stripped off in vacuo and the aqueous residue was extracted with ethylacetate (3×50 mls). The organics w... The reactants are ClCCl, COC(=O)CCC(CCO)CCCCNS(=O)(=O)c1ccc(Cl)cc1, CCOC(=O)N=NC(=O)OCC, Oc1cccnc1, c1ccc(P(c2ccccc2)c2ccccc2)cc1. The product is COC(=O)CCC(CCCCNS(=O)(=O)c1ccc(Cl)cc1)CCOc1cccnc1. As a reaction SMILES: [CH2:64]([Cl:65])[Cl:66].[Cl:1][c:2]1[cH:3][cH:4][c:5]([S:8](=[O:9])(=[O:10])[NH:11][CH2:12][CH2:13][CH2:14][CH2:15][CH:16]([CH2:17][CH2:18][C:19](=[O:20])[O:21][CH3:22])[CH2:23][CH2:24][OH:25])[cH:6][cH:7]1.[O:52]=[C:53]([O:54][CH2:55][CH3:56])[N:57]=[N:58][C:59]([O:60][CH2:61][CH3:62])=[O:63].[OH:45][c:46]1[cH:47][n:48][cH:49][cH:50][cH:51]1.[c:26]1([P:27]([c:28]2[cH:29][cH:30][cH:31][cH:32][cH:33]2)[c:34]2[cH:35][cH:36][cH:37][cH:38][cH:39]2)[cH:40][cH:41][cH:42][cH:43][cH:44]1>>[Cl:1][c:2]1[cH:3][cH:4][c:5]([S:8](=[O:9])(=[O:10])[NH:11][CH2:12][CH2:13][CH2:14][CH2:15][CH:16]([CH2:17][CH2:18][C:19](=[O:20])[O:21][CH3:22])[CH2:23][CH2:24][O:25][c:46]2[cH:47][n:48][cH:49][cH:50][cH:51]2)[cH:6][cH:7]1. Reactants: CS(=O)(=O)c1nccc(-n2cnc3ccccc32)n1, NCc1ccc(OC(F)(F)F)cc1. The product is FC(F)(F)Oc1ccc(CNc2nccc(-n3cnc4ccccc43)n2)cc1. As a reaction SMILES: [CH3:1][S:2](=[O:3])(=[O:4])[c:5]1[n:6][cH:7][cH:8][c:9](-[n:11]2[cH:12][n:13][c:14]3[c:15]2[cH:16][cH:17][cH:18][cH:19]3)[n:10]1.[F:20][C:21]([O:22][c:23]1[cH:24][cH:25][c:26]([CH2:27][NH2:28])[cH:29][cH:30]1)([F:31])[F:32]>>[c:5]1([NH:28][CH2:27][c:26]2[cH:25][cH:24][c:23]([O:22][C:21]([F:20])([F:31])[F:32])[cH:30][cH:29]2)[n:6][cH:7][cH:8][c:9](-[n:11]2[cH:12][n:13][c:14]3[c:15]2[cH:16][cH:17][cH:18][cH:19]3)[n:10]1.